This data is from the Open Reaction Database (ORD), a public repository of structured organic reaction records. The task is: describe an organic reaction: reactants, conditions, products, and yield The reactants are Cl.OCC1=NC=CC=2CCCCC12 (l-hydroxymethyl-5,6,7,8-tetrahydroisoquinoline hydrochloride), S(=O)(Cl)Cl (thionyl chloride). The solvent is C(Cl)(Cl)Cl (chloroform), C(Cl)(Cl)Cl (chloroform). Run at temperature 50 celsius. Yields the product ClCC1=NC=CC=2CCCCC12 (1-chloromethyl-5,6,7,8-tetrahydroisoquinoline). Reaction SMILES: Cl.O[CH2:3][C:4]1[C:13]2[CH2:12][CH2:11][CH2:10][CH2:9][C:8]=2[CH:7]=[CH:6][N:5]=1.S(Cl)([Cl:16])=O>C(Cl)(Cl)Cl>[Cl:16][CH2:3][C:4]1[C:13]2[CH2:12][CH2:11][CH2:10][CH2:9][C:8]=2[CH:7]=[CH:6][N:5]=1 |f:0.1|. Reported procedure: To a solution of l-hydroxymethyl-5,6,7,8-tetrahydroisoquinoline hydrochloride (0.42 g) in chloroform (10 ml) was added dropwise a solution of thionyl chloride (1.1 ml) in chloroform (5 ml) at room temperature and heated for 2 hours at ca. 50° C. The reaction mixture was concentrated in vacuo and the residue was taken up with ethyl acetate. The organic layer was washed with saturated sodium carbonate aqueous solution, dried over sodium sulfate, filtered and concentrated in vacuo to give 1-chlorom... The reactants are BrC1=NC=C(C=C1)OC1CN(C1)C (2-Bromo-5-(1-methyl-azetidin-3-yloxy)-pyridine), NC=1C(N(C=C(C1)Br)C)=O (3-Amino-5-bromo-1-methyl-1H-pyridin-2-one), C(=O)([O-])[O-].[Cs+].[Cs+] (Cs2CO3), CC1(C2=C(C(=CC=C2)P(C3=CC=CC=C3)C4=CC=CC=C4)OC5=C(C=CC=C51)P(C6=CC=CC=C6)C7=CC=CC=C7)C (xantphos), Pd (OAc)2, BrC1=NC=C(C=C1)OC1CN(C1)C (2-Bromo-5-(1-methyl-azetidin-3-yloxy)-pyridine). Run in O (water), O1CCOCC1 (dioxane). Conditions: temperature 100 celsius. Product: BrC=1C=C(C(N(C1)C)=O)NC1=NC=C(C=C1)OC1CN(C1)C (5-bromo-1-methyl-3-[5-(1-methyl-azetidin-3-yloxy)-pyridin-2-ylamino]-1H-pyridin-2-one). Yield: 41.5%. Reaction SMILES: Br[C:2]1[CH:7]=[CH:6][C:5]([O:8][CH:9]2[CH2:12][N:11]([CH3:13])[CH2:10]2)=[CH:4][N:3]=1.[NH2:14][C:15]1[C:16](=[O:23])[N:17]([CH3:22])[CH:18]=[C:19]([Br:21])[CH:20]=1.C([O-])([O-])=O.[Cs+].[Cs+].CC1(C)C2C(=C(P(C3C=CC=CC=3)C3C=CC=CC=3)C=CC=2)OC2C(P(C3C=CC=CC=3)C3C=CC=CC=3)=CC=CC1=2>O1CCOCC1.O>[Br:21][C:19]1[CH:20]=[C:15]([NH:14][C:2]2[CH:7]=[CH:6][C:5]([O:8][CH:9]3[CH2:12][N:11]([CH3:13])[CH2:10]3)=[CH:4][N:3]=2)[C:16](=[O:23])[N:17]([CH3:22])[CH:18]=1 |f:2.3.4|. Procedure: To a solution of 2-Bromo-5-(1-methyl-azetidin-3-yloxy)-pyridine (0.327 g, 1.32 mmol) and 3-Amino-5-bromo-1-methyl-1H-pyridin-2-one (0.321 g, 1.58 mmol) in dioxane (5.5 mL) add Cs2CO3 (0.645 g, 1.98 mmol), xantphos (0.153 g, 0.264 mmol) and bubbled argon through reaction mixture for 15 min. Add Pd (OAc)2 (0.03 g, 0.132 mmol) in the end. The reaction was heated at 100° C. under argon for 3 h. TLC shows 2-Bromo-5-(1-methyl-azetidin-3-yloxy)-pyridine was gone. The reaction mixture was treated with w... Starting materials: halogen, C(C)OC(=O)C1=CN=C(S1)C (2-Methyl-5-thiazolecarboxylic acid ethyl ester), BrN1C(CCC1=O)=O (N-bromosuccinimide), azoisobutyronitrile. The solvent is C(C)(=O)OCC (ethyl acetate). Yields the product BrCC=1SC(=CN1)C(=O)OCC (2-Bromomethyl-5-thiazolecarboxylic acid, ethyl ester). Reaction SMILES: [CH2:1]([O:3][C:4]([C:6]1[S:10][C:9]([CH3:11])=[N:8][CH:7]=1)=[O:5])[CH3:2].[Br:12]N1C(=O)CCC1=O>C(OCC)(=O)C>[Br:12][CH2:11][C:9]1[S:10][C:6]([C:4]([O:3][CH2:1][CH3:2])=[O:5])=[CH:7][N:8]=1. Reported procedure: 2-Methyl-5-thiazolecarboxylic acid ethyl ester (3.9 g) (J. Am. Chem. Soc. 1982, 104, 4461), N-bromosuccinimide (4.1 g) and catalytic azoisobutyronitrile in ethyl acetate (150 ml) was heated at reflux and under a 500 W halogen lamp for 16 hours. The solution was washed with water, dried (MgSO4) and evaporated. Purification was by chromatography eluting with 50% ethyl acetate in isohexane. Yield 1.5 g. Reactants: CCOC(=O)C1CCN(Cc2ccccc2)CC1=O, CCO, Cl. Product: Cl, CCOC(=O)C1CCNCC1=O. RXN SMILES: [CH2:2]([c:3]1[cH:4][cH:5][cH:6][cH:7][cH:8]1)[N:9]1[CH2:10][C:11](=[O:20])[CH:12]([C:15](=[O:16])[O:17][CH2:18][CH3:19])[CH2:13][CH2:14]1.[CH3:21][CH2:22][OH:23].[ClH:1]>>[ClH:1].[NH:9]1[CH2:10][C:11](=[O:20])[CH:12]([C:15](=[O:16])[O:17][CH2:18][CH3:19])[CH2:13][CH2:14]1. Procedure details: (S)-Mandelic acid (3.0 g; 22 mmol) was dissolved in ethanol (10 cm3) and added to a mixture of benzylamine (2.2 g; 20 mmol) and methanol (5 cm3). The white product was collected by filtration, recrystallized from water and dried in vacuo. Found: C, 69.2%; H, 6.6%; N, 5.4%. Calculated for C14H17NO3 : C, 69.47%; H, 6.62%; N, 5.40%. M.pt. 174°-175° C. The solvent is C(C)O (ethanol). Reactants: C(C1=CC=CC=C1)N (benzylamine), CO (methanol), C([C@@H](O)C1=CC=CC=C1)(=O)O ((S)-Mandelic acid). Product: C([C@@H](O)C1=CC=CC=C1)(=O)[O-].C(C1=CC=CC=C1)[NH3+] (benzylammonium (S)-mandelate). RXN SMILES: [C:1]([OH:11])(=[O:10])[C@H:2]([C:4]1[CH:9]=[CH:8][CH:7]=[CH:6][CH:5]=1)[OH:3].[CH2:12]([NH2:19])[C:13]1[CH:18]=[CH:17][CH:16]=[CH:15][CH:14]=1.CO>C(O)C>[C:1]([O-:11])(=[O:10])[C@H:2]([C:4]1[CH:9]=[CH:8][CH:7]=[CH:6][CH:5]=1)[OH:3].[CH2:12]([NH3+:19])[C:13]1[CH:18]=[CH:17][CH:16]=[CH:15][CH:14]=1 |f:4.5|. Starting materials: C(C)(C)(C)C1=CC(=C(C=N1)C=1N([C@]([C@](N1)(C)C1=CC=C(C=C1)Cl)(C)C1=CC=C(C=C1)Cl)C(=O)N1CCC(CC1)CC(=O)O)OCC ({1-[(4S,5R)-2-(6-tert-butyl-4-ethoxy-pyridin-3-yl)-4,5-bis-(4-chloro-phenyl)-4,5-dimethyl-4,5-dihydro-imidazole-1-carbonyl]-piperidin-4-yl}-acetic acid), ClC1=CC=C(CN)C=C1 (4-chlorobenzylamine). The product is C(C)(C)(C)C1=CC(=C(C=N1)C=1N([C@]([C@](N1)(C)C1=CC=C(C=C1)Cl)(C)C1=CC=C(C=C1)Cl)C(=O)N1CCC(CC1)CC(=O)NCC1=CC=C(C=C1)Cl)OCC (2-{1-[(4S,5R)-2-(6-tert-Butyl-4-ethoxy-pyridin-3-yl)-4,5-bis-(4-chloro-phenyl)-4,5-dimethyl-4,5-dihydro-imidazole-1-carbonyl]-piperidin-4-yl}-N-(4-chloro-benzyl)-acetamide). RXN SMILES: [C:1]([C:5]1[N:10]=[CH:9][C:8]([C:11]2[N:12]([C:32]([N:34]3[CH2:39][CH2:38][CH:37]([CH2:40][C:41](O)=[O:42])[CH2:36][CH2:35]3)=[O:33])[C@@:13]([C:25]3[CH:30]=[CH:29][C:28]([Cl:31])=[CH:27][CH:26]=3)([CH3:24])[C@@:14]([C:17]3[CH:22]=[CH:21][C:20]([Cl:23])=[CH:19][CH:18]=3)([CH3:16])[N:15]=2)=[C:7]([O:44][CH2:45][CH3:46])[CH:6]=1)([CH3:4])([CH3:3])[CH3:2].[Cl:47][C:48]1[CH:55]=[CH:54][C:51]([CH2:52][NH2:53])=[CH:50][CH:49]=1>>[C:1]([C:5]1[N:10]=[CH:9][C:8]([C:11]2[N:12]([C:32]([N:34]3[CH2:39][CH2:38][CH:37]([CH2:40][C:41]([NH:53][CH2:52][C:51]4[CH:54]=[CH:55][C:48]([Cl:47])=[CH:49][CH:50]=4)=[O:42])[CH2:36][CH2:35]3)=[O:33])[C@@:13]([C:25]3[CH:26]=[CH:27][C:28]([Cl:31])=[CH:29][CH:30]=3)([CH3:24])[C@@:14]([C:17]3[CH:22]=[CH:21][C:20]([Cl:23])=[CH:19][CH:18]=3)([CH3:16])[N:15]=2)=[C:7]([O:44][CH2:45][CH3:46])[CH:6]=1)([CH3:4])([CH3:3])[CH3:2]. Procedure: In a manner analogous to the method described in example 163, {1-[(4S,5R)-2-(6-tert-butyl-4-ethoxy-pyridin-3-yl)-4,5-bis-(4-chloro-phenyl)-4,5-dimethyl-4,5-dihydro-imidazole-1-carbonyl]-piperidin-4-yl}-acetic acid was reacted with 4-chlorobenzylamine (Aldrich) to give the title product. LC-MS (ES+) 788 [(M+H)+].